Dataset: the Open Reaction Database (ORD), a public repository of structured organic reaction records. Task: describe an organic reaction: reactants, conditions, products, and yield Starting materials: CCO, CI, S=C1NCc2ccccc2N1. Product: CSC1=Nc2ccccc2CN1, I. As a reaction SMILES: [CH3:14][CH2:15][OH:16].[CH3:1][I:2].[NH:3]1[C:4](=[S:13])[NH:5][CH2:6][c:7]2[cH:8][cH:9][cH:10][cH:11][c:12]21>>[CH3:1][S:13][C:4]1=[N:3][c:12]2[c:7]([cH:8][cH:9][cH:10][cH:11]2)[CH2:6][NH:5]1.[IH:2]. Starting materials: CCOC(=O)C=Cc1c(C#N)c2c(C)cc(C)nc2n1C1CCCc2ccccc21, C1CCOC1, CCO, Cl, [Na+], [OH-], O. The product is Cc1cc(C)c2c(C#N)c(C=CC(=O)O)n(C3CCCc4ccccc43)c2n1. As a reaction SMILES: [C:1](#[N:2])[c:3]1[c:4]([CH:24]=[CH:25][C:26](=[O:27])[O:28][CH2:29][CH3:30])[n:5]([CH:14]2[CH2:15][CH2:16][CH2:17][c:18]3[cH:19][cH:20][cH:21][cH:22][c:23]32)[c:6]2[n:7][c:8]([CH3:13])[cH:9][c:10]([CH3:12])[c:11]12.[CH2:38]1[O:39][CH2:40][CH2:41][CH2:42]1.[CH3:35][CH2:36][OH:37].[ClH:34].[Na+:32].[OH-:31].[OH2:33]>>[C:1](#[N:2])[c:3]1[c:4]([CH:24]=[CH:25][C:26](=[O:27])[OH:28])[n:5]([CH:14]2[CH2:15][CH2:16][CH2:17][c:18]3[cH:19][cH:20][cH:21][cH:22][c:23]32)[c:6]2[n:7][c:8]([CH3:13])[cH:9][c:10]([CH3:12])[c:11]12.